From a dataset of the Open Reaction Database (ORD), a public repository of structured organic reaction records. describe an organic reaction: reactants, conditions, products, and yield Reactants: ClC(C(=O)NC=1SC=CC1C(C1=CC=CC=C1)=O)(Cl)Cl (2-trichloroacetamido-3-benzoylthiophene), C(C)(=O)[O-].[NH4+] (ammonium acetate), ice water. Run in CS(=O)C (dimethylsulfoxide). Run at temperature 95 celsius. Product: C1(=CC=CC=C1)C=1C2=C(NC(N1)=O)SC=C2 (4-phenyl-1,2-dihydrothieno(2,3-d)-pyrimidin-2-one). RXN SMILES: ClC(Cl)(Cl)[C:3]([NH:5][C:6]1[S:7][CH:8]=[CH:9][C:10]=1[C:11](=O)[C:12]1[CH:17]=[CH:16][CH:15]=[CH:14][CH:13]=1)=[O:4].C([O-])(=O)C.[NH4+:25]>CS(C)=O>[C:12]1([C:11]2[C:10]3[CH:9]=[CH:8][S:7][C:6]=3[NH:5][C:3](=[O:4])[N:25]=2)[CH:17]=[CH:16][CH:15]=[CH:14][CH:13]=1 |f:1.2|. Procedure details: To a solution of 2.0 g of 2-trichloroacetamido-3-benzoylthiophene in 18 ml of dimethylsulfoxide was added 0.89 g of ammonium acetate. The mixture was heated at 95° C for 2 hours, and poured into ice water, and extracted with chloroform. The chloroform layer was washed with water, dried over sodium sulfate, and the solvent was removed under reduced pressure. The residue was chromatographed on 60 g of silica gel, using methanol as an eluent to obtain 4-phenyl-1,2-dihydrothieno(2,3-d)-pyrimidin-2-o... The reactants are BrCCCCBr, [Na+], [OH-], O, OCCSCCc1ccccc1. The product is BrCCCCOCCSCCc1ccccc1. As a reaction SMILES: [Br:13][CH2:14][CH2:15][CH2:16][CH2:17][Br:18].[Na+:20].[OH-:19].[OH2:21].[c:1]1([CH2:7][CH2:8][S:9][CH2:10][CH2:11][OH:12])[cH:2][cH:3][cH:4][cH:5][cH:6]1>>[c:1]1([CH2:7][CH2:8][S:9][CH2:10][CH2:11][O:12][CH2:17][CH2:16][CH2:15][CH2:14][Br:13])[cH:2][cH:3][cH:4][cH:5][cH:6]1. The reactants are C(CC)C1=CC=C(C=C1)C1=CC=C(C=C1)C=O (4′-Propyl-4-formyl-1,1′-biphenyl), C(C)OP(=O)(OCC)CC(=O)OCC (ethyl diethylphosphonoacetate), C1(=CC=CC=C1)C (toluene), [O-]CC.[Na+] (Sodium ethoxide). Reaction SMILES: [CH2:1]([C:4]1[CH:9]=[CH:8][C:7]([C:10]2[CH:15]=[CH:14][C:13]([CH:16]=O)=[CH:12][CH:11]=2)=[CH:6][CH:5]=1)[CH2:2][CH3:3].C(OP([CH2:26][C:27]([O:29][CH2:30][CH3:31])=[O:28])(OCC)=O)C.C1(C)C=CC=CC=1.[O-]CC.[Na+]>C(O)C.O>[CH2:1]([C:4]1[CH:9]=[CH:8][C:7]([C:10]2[CH:11]=[CH:12][C:13]([CH2:16][CH2:26][C:27]([O:29][CH2:30][CH3:31])=[O:28])=[CH:14][CH:15]=2)=[CH:6][CH:5]=1)[CH2:2][CH3:3] |f:3.4|. The yield is 75.2%. Procedure: 4′-Propyl-4-formyl-1,1′-biphenyl (s56) (30.0 g), ethyl diethylphosphonoacetate (36.0 g) and toluene (300 ml) were placed in a reaction vessel under an atmosphere of nitrogen, and cooled to 0° C. Sodium ethoxide in ethanol solution (20%; 54.6 g) was added at the same temperature, and the stirring was continued for another 2 hours. After the reaction mixture had been returned to 25° C., the stirring was continued for another 2 hours. The reaction mixture was treated with water, and the aqueous lay... The solvent is C(C)O (ethanol), O (water). Conditions: temperature 0 celsius, time 2 hour. The product is C(CC)C1=CC=C(C=C1)C1=CC=C(C=C1)CCC(=O)OCC (ethyl 3-(4′-propyl-1,1′-biphenyl-4-yl)propionate). Yield: 94.0%. Procedure details: According to the procedure of Example 1(a), except substituting 5-benzyloxy-1-methyl-2-(methylaminomethyl)indole (0.42 g, 1.50 mmole) for the 1-methyl-2-(methylaminomethyl)indole, and substituting (2R)-2-(hydroxymethyl)-4-methyl-3-oxo-2,3,4,5-tetrahydro-1H-1,4-benzodiazepine-7-carboxylic acid (0.34 g, 1.37 mmole) for the (2R)-2-[(carbomethoxy)methyl]-4-methyl-3-oxo-2,3,4,5-tetrahydro-1H-1,4-benzodiazepine-7-carboxylic acid, the title compound (0.66 g, 94%) was prepared as an off-white solid: MS ... Reactants: C(C1=CC=CC=C1)OC=1C=C2C=C(N(C2=CC1)C)CNC (5-benzyloxy-1-methyl-2-(methylaminomethyl)indole), C(=O)(OC)C[C@H]1NC2=C(CN(C1=O)C)C=C(C=C2)C(=O)O ((2R)-2-[(carbomethoxy)methyl]-4-methyl-3-oxo-2,3,4,5-tetrahydro-1H-1,4-benzodiazepine-7-carboxylic acid), CN1C(=CC2=CC=CC=C12)CNC (1-methyl-2-(methylaminomethyl)indole), OC[C@H]1NC2=C(CN(C1=O)C)C=C(C=C2)C(=O)O ((2R)-2-(hydroxymethyl)-4-methyl-3-oxo-2,3,4,5-tetrahydro-1H-1,4-benzodiazepine-7-carboxylic acid). Reaction SMILES: [CH2:1]([O:8][C:9]1[CH:10]=[C:11]2[C:15](=[CH:16][CH:17]=1)[N:14]([CH3:18])[C:13]([CH2:19][NH:20][CH3:21])=[CH:12]2)[C:2]1[CH:7]=[CH:6][CH:5]=[CH:4][CH:3]=1.CN1C2C(=CC=CC=2)C=C1CNC.[OH:35][CH2:36][C@@H:37]1[C:43](=[O:44])[N:42]([CH3:45])[CH2:41][C:40]2[CH:46]=[C:47]([C:50](O)=[O:51])[CH:48]=[CH:49][C:39]=2[NH:38]1.C(C[C@@H]1C(=O)N(C)CC2C=C(C(O)=O)C=CC=2N1)(OC)=O>>[CH3:21][N:20]([CH2:19][C:13]1[N:14]([CH3:18])[C:15]2[C:11]([CH:12]=1)=[CH:10][C:9]([O:8][CH2:1][C:2]1[CH:3]=[CH:4][CH:5]=[CH:6][CH:7]=1)=[CH:17][CH:16]=2)[C:50]([C:47]1[CH:48]=[CH:49][C:39]2[NH:38][C@H:37]([CH2:36][OH:35])[C:43](=[O:44])[N:42]([CH3:45])[CH2:41][C:40]=2[CH:46]=1)=[O:51]. Product: CN(C(=O)C=1C=CC2=C(CN(C([C@H](N2)CO)=O)C)C1)CC=1N(C2=CC=C(C=C2C1)OCC1=CC=CC=C1)C ((2R)-N,4-Dimethyl-N-[(5-benzyloxy-1-methyl-1H-indol-2-yl)methyl]-2-(hydroxymethyl)-3-oxo-2,3,4,5-tetrahydro-1H-1,4-benzodiazepine-7-carboxamide).